From a dataset of the Open Reaction Database (ORD), a public repository of structured organic reaction records. describe an organic reaction: reactants, conditions, products, and yield Reactants: FC1=C(C=CC(=C1)I)N1C(N(C(C2=C1N(C(C(=C2NC=2C=C(C(=O)OC)C=CC2)C)=O)C)=O)CC2=CC=C(C=C2)OC)=O (methyl 3-((1-(2-fluoro-4-iodophenyl)-3-(4-methoxybenzyl)-6,8-dimethyl-2,4,7-trioxo-1,2,3,4,7,8-hexahydropyrido[2,3-d]pyrimidin-5-yl)amino)benzoate), C(=O)([O-])[O-].[K+].[K+] (K2CO3). Reaction conditions: time 3 hour. Yields the product FC1=C(C=CC(=C1)I)NC=1N(C(C(=C2N(C(N(C(C21)=O)CC2=CC=C(C=C2)OC)=O)C=2C=C(C(=O)OC)C=CC2)C)=O)C (methyl 3-(5-((2-fluoro-4-iodophenyl)amino)-3-(4-methoxybenzyl)-6,8-dimethyl-2,4,7-trioxo-3,4,6,7-tetrahydropyrido[4,3-d]pyrimidin-1(2H)-yl)benzoate). Procedure details: To a stirred solution of methyl 3-((1-(2-fluoro-4-iodophenyl)-3-(4-methoxybenzyl)-6,8-dimethyl-2,4,7-trioxo-1,2,3,4,7,8-hexahydropyrido[2,3-d]pyrimidin-5-yl)amino)benzoate (3b) (3.20 g, 4.59 mmol) in THF (5 ml) and Methanol (10 ml), was added K2CO3 (2.54 g, 18.38 mmol) at RT. The reaction mixture was stirred at room temperature for 3 h under N2 atm. The solvents were evaporated in vacuo and the residue was suspended in water, the precipitated product was collected by filtration and dried under h... Reaction SMILES: [F:1][C:2]1[CH:7]=[C:6]([I:8])[CH:5]=[CH:4][C:3]=1[N:9]1[C:14]2[N:15]([CH3:32])[C:16](=[O:31])[C:17]([CH3:30])=[C:18]([NH:19][C:20]3[CH:21]=[C:22]([CH:27]=[CH:28][CH:29]=3)[C:23]([O:25][CH3:26])=[O:24])[C:13]=2[C:12](=[O:33])[N:11]([CH2:34][C:35]2[CH:40]=[CH:39][C:38]([O:41][CH3:42])=[CH:37][CH:36]=2)[C:10]1=[O:43].C([O-])([O-])=O.[K+].[K+]>C1COCC1.CO>[F:1][C:2]1[CH:7]=[C:6]([I:8])[CH:5]=[CH:4][C:3]=1[NH:9][C:14]1[N:15]([CH3:32])[C:16](=[O:31])[C:17]([CH3:30])=[C:18]2[C:13]=1[C:12](=[O:33])[N:11]([CH2:34][C:35]1[CH:36]=[CH:37][C:38]([O:41][CH3:42])=[CH:39][CH:40]=1)[C:10](=[O:43])[N:19]2[C:20]1[CH:21]=[C:22]([CH:27]=[CH:28][CH:29]=1)[C:23]([O:25][CH3:26])=[O:24] |f:1.2.3|. The solvent is C1CCOC1 (THF), CO (Methanol). Isolated yield 65.7%.